From a dataset of the Open Reaction Database (ORD), a public repository of structured organic reaction records. describe an organic reaction: reactants, conditions, products, and yield Reactants: CCc1cc2c(OCC(=O)OC)nc(SC)nc2n1Cc1cccc(F)c1, CCO. Yields the product CCc1cc2c(OCC(=O)OC)ncnc2n1Cc1cccc(F)c1. RXN SMILES: [CH3:1][O:2][C:3]([CH2:4][O:5][c:6]1[c:7]2[c:8]([n:9][c:10]([S:12][CH3:13])[n:11]1)[n:14]([CH2:19][c:20]1[cH:21][c:22]([F:26])[cH:23][cH:24][cH:25]1)[c:15]([CH2:17][CH3:18])[cH:16]2)=[O:27].[CH3:28][CH2:29][OH:30]>>[CH3:1][O:2][C:3]([CH2:4][O:5][c:6]1[c:7]2[c:8]([n:9][cH:10][n:11]1)[n:14]([CH2:19][c:20]1[cH:21][c:22]([F:26])[cH:23][cH:24][cH:25]1)[c:15]([CH2:17][CH3:18])[cH:16]2)=[O:27]. Starting materials: FC=1C=CC2=C(C(CC3=C(S2)C=CC(=C3)C)=O)C1 (8-fluoro-2-methyl-dibenzo[b,f]thiepin-10(11H)-one), C(C)O (ethanol), [BH4-].[Na+] (sodium borohydride). Run in O (water). Yields the product FC=1C=CC2=C(C(CC3=C(S2)C=CC(=C3)C)O)C1 (racemic 8-fluoro-10,11-dihydro-2-methyl-dibenzo[b,f]thiepin-10ol). As a reaction SMILES: [F:1][C:2]1[CH:3]=[CH:4][C:5]2[S:11][C:10]3[CH:12]=[CH:13][C:14]([CH3:16])=[CH:15][C:9]=3[CH2:8][C:7](=[O:17])[C:6]=2[CH:18]=1.C(O)C.[BH4-].[Na+]>O>[F:1][C:2]1[CH:3]=[CH:4][C:5]2[S:11][C:10]3[CH:12]=[CH:13][C:14]([CH3:16])=[CH:15][C:9]=3[CH2:8][CH:7]([OH:17])[C:6]=2[CH:18]=1 |f:2.3|. Reported procedure: 103 G. of 8-fluoro-2-methyl-dibenzo[b,f]thiepin-10(11H)-one are suspended in 550 ml. of ethanol and treated with 24.3 g. of sodium borohydride. The mixture is heated under reflux for about 10 minutes. After the addition of water, the mixture is extracted with chloroform. The organic phase is washed with water, dried over sodium sulfate and evaporated, and there is obtained racemic 8-fluoro-10,11-dihydro-2-methyl-dibenzo[b,f]thiepin-10ol as an oil. The reactants are [O-]CC (ethoxide), C1[C@@H]2C=C[C@H]1[C@@H]3[C@H]2C(=O)N(C3=O)O (endo-N-Hydroxy-5-norbornene-2,3-dicarboximide), C(=O)(OC(C)(C)C)OC(=O)OC(C)(C)C (di-tert-butyl dicarbonate). Solvent: CCOCC (ether), C(C)O (ethanol). Conditions: time 3 hour. Yields the product ON1C(=O)C2C3C=CC(C2C1=O)C3 (N-Hydroxy-5-norbornene-2,3-dicarboximide). Isolated yield 83.7%. Reaction SMILES: [CH2:1]1[C@@H:5]2[C@H:6]3[C:11](=[O:12])[N:10]([OH:13])[C:8](=[O:9])[C@H:7]3[C@H:2]1[CH:3]=[CH:4]2.[O-]CC.C(OC(OC(C)(C)C)=O)(OC(C)(C)C)=O>C(O)C.CCOCC>[OH:13][N:10]1[C:11](=[O:12])[CH:6]2[CH:7]([CH:2]3[CH2:1][CH:5]2[CH:4]=[CH:3]3)[C:8]1=[O:9]. Procedure: endo-N-Hydroxy-5-norbornene-2,3-dicarboximide (NBD) (3.59 g, 20 mmol) is dissolved in absolute ethanol (100 mL), and is then evaporated to dryness in vacuo to remove the residual moisture from the reagent. The residue is redissolved in freshly prepared absolute ethanol (60 mL), and thallous ethoxide (1.42 mL, 20 mmol) is added dropwise with vigorous stirring. The solution is stirred for 3 h at room temperature and then overnight at 4° C. The white precipitate which forms in the course of the rea... RXN SMILES: [Br:1][c:2]1[cH:3][cH:4][c:5](-[c:8]2[n:9][s:10][c:11]([Cl:13])[n:12]2)[cH:6][cH:7]1.[CH3:20][CH2:21][O:22][C:23](=[O:24])[CH3:25].[NH2:14][C:15]([CH2:16][OH:17])([CH3:18])[CH3:19]>>[Br:1][c:2]1[cH:3][cH:4][c:5](-[c:8]2[n:9][s:10][c:11]([NH:14][C:15]([CH2:16][OH:17])([CH3:18])[CH3:19])[n:12]2)[cH:6][cH:7]1. The product is CC(C)(CO)Nc1nc(-c2ccc(Br)cc2)ns1. The reactants are Clc1nc(-c2ccc(Br)cc2)ns1, CCOC(C)=O, CC(C)(N)CO. Starting materials: C(=O)(OC)C1=C2C=3C(CCCC3NC2=CC=C1)=O (5-carbomethoxy-1,2-dihydro-9H-carbazol-4(3H)-one), C([O-])([O-])=O.[K+].[K+] (potassium carbonate), Cl.N1=C(C=CC=C1)CCl (2-picolyl chloride hydrochloride). The reagents and catalysts are [I-].[Na+] (sodium iodide). Reaction conditions: time 72 hour. The product is N1=C(C=CC=C1)CN1C2=CC=CC(=C2C=2C(CCCC12)=O)C(=O)OC (9-[(2-pyridyl)methyl]-5-carbomethoxy-1,2-dihydrocarbazol-4(3H)-one). Yield: 82.4%. As a reaction SMILES: [C:1]([C:5]1[CH:17]=[CH:16][CH:15]=[C:14]2[C:6]=1[C:7]1[C:8](=[O:18])[CH2:9][CH2:10][CH2:11][C:12]=1[NH:13]2)([O:3][CH3:4])=[O:2].C(=O)([O-])[O-].[K+].[K+].Cl.[N:26]1[CH:31]=[CH:30][CH:29]=[CH:28][C:27]=1[CH2:32]Cl>[I-].[Na+]>[N:26]1[CH:31]=[CH:30][CH:29]=[CH:28][C:27]=1[CH2:32][N:13]1[C:12]2[CH2:11][CH2:10][CH2:9][C:8](=[O:18])[C:7]=2[C:6]2[C:14]1=[CH:15][CH:16]=[CH:17][C:5]=2[C:1]([O:3][CH3:4])=[O:2] |f:1.2.3,4.5,6.7|. Reported procedure: A 0° C. suspension of 5-carbomethoxy-1,2-dihydro-9H-carbazol-4(3H)-one (1.50 g, 6.17 mmol), potassium carbonate (2.60 g, 18.8 mmol), and catalytic amount of sodium iodide (ca. 10 mg), was treated with 2-picolyl chloride hydrochloride (1.10 g, 6.70 mmol). The cold bath was removed and the reaction stirred at ambient temperature 72 hours. The reaction was poured into H2O (100 mL) and the mixture extracted four times with ethyl acetate. The combined organic layers were washed four times with H2O, o... Reactants: NCCOC1=CC=C2CC(C(C2=C1)CC1=CC=CC=C1)NC(OCC)=O (ethyl 6-(2-aminoethoxy)-1-benzyl-2,3-dihydro-1H-inden-2-ylcarbamate), CN1C(=NC=C1)S(=O)(=O)Cl (1-methyl-1H-imidazole-2-sulfonyl chloride). Reagents/catalysts: CN(C1=CC=NC=C1)C (4-dimethylaminopyridine). Solvent: ClCCl (dichloromethane). Reaction conditions: time 1 hour. Product: C(C1=CC=CC=C1)C1C(CC2=CC=C(C=C12)OCCNS(=O)(=O)C=1N(C=CN1)C)NC(OCC)=O (ethyl 1-benzyl-6-(2-(1-methyl-1H-imidazole-2-sulfonamido)ethoxy)-2,3-dihydro-1H-inden-2-ylcarbamate). As a reaction SMILES: [NH2:1][CH2:2][CH2:3][O:4][C:5]1[CH:13]=[C:12]2[C:8]([CH2:9][CH:10]([NH:21][C:22](=[O:26])[O:23][CH2:24][CH3:25])[CH:11]2[CH2:14][C:15]2[CH:20]=[CH:19][CH:18]=[CH:17][CH:16]=2)=[CH:7][CH:6]=1.[CH3:27][N:28]1[CH:32]=[CH:31][N:30]=[C:29]1[S:33](Cl)(=[O:35])=[O:34]>ClCCl.CN(C)C1C=CN=CC=1>[CH2:14]([CH:11]1[C:12]2[C:8](=[CH:7][CH:6]=[C:5]([O:4][CH2:3][CH2:2][NH:1][S:33]([C:29]3[N:28]([CH3:27])[CH:32]=[CH:31][N:30]=3)(=[O:35])=[O:34])[CH:13]=2)[CH2:9][CH:10]1[NH:21][C:22](=[O:26])[O:23][CH2:24][CH3:25])[C:15]1[CH:16]=[CH:17][CH:18]=[CH:19][CH:20]=1. Procedure: To a stirred solution of ethyl 6-(2-aminoethoxy)-1-benzyl-2,3-dihydro-1H-inden-2-ylcarbamate (44.7 mg, 0.126 mmol; see example 193.8) in dry dichloromethane (2 ml) was added 4-dimethylaminopyridine (18.49 mg, 0.151 mmol) followed by 1-methyl-1H-imidazole-2-sulfonyl chloride (22.78 mg, 0.126 mmol). The reaction mixture was stirred at room temperature for 1 h. Added dichloromethane and washed twice with 1N hydrochloric acid. The collected organic layers were washed with water, sodium bicarbonate a...